Task: describe an organic reaction: reactants, conditions, products, and yield. Dataset: the Open Reaction Database (ORD), a public repository of structured organic reaction records As a reaction SMILES: [C:32]([O:33][BH-:34]([O:35][C:36](=[O:37])[CH3:38])[O:39][C:40](=[O:41])[CH3:42])(=[O:43])[CH3:44].[CH3:1][c:2]1[n:3][c:4]2[cH:5][cH:6][cH:7][c:8]([O:12][CH2:13][CH2:14][N:15]3[CH2:16][CH2:17][NH:18][CH2:19][CH2:20]3)[c:9]2[cH:10][cH:11]1.[Cl:51][CH2:52][CH2:53][Cl:54].[Na+:45].[Na+:50].[O-:46][C:47]([OH:48])=[O:49].[n:21]1[cH:22][nH:23][c:24]2[c:25]1[cH:26][cH:27][cH:28][c:29]2[CH:30]=[O:31]>>[CH3:1][c:2]1[n:3][c:4]2[cH:5][cH:6][cH:7][c:8]([O:12][CH2:13][CH2:14][N:15]3[CH2:16][CH2:17][N:18]([CH2:30][c:29]4[c:24]5[nH:23][cH:22][n:21][c:25]5[cH:26][cH:27][cH:28]4)[CH2:19][CH2:20]3)[c:9]2[cH:10][cH:11]1. Reactants: CC(=O)O[BH-](OC(C)=O)OC(C)=O, Cc1ccc2c(OCCN3CCNCC3)cccc2n1, ClCCCl, [Na+], [Na+], O=C([O-])O, O=Cc1cccc2nc[nH]c12. Product: Cc1ccc2c(OCCN3CCN(Cc4cccc5nc[nH]c45)CC3)cccc2n1. Reported procedure: The 2-(3-hydroxy-1,2,3,4-tetrahydronaphthalenyl)-pyridine thus obtained is quaternized with dimethyl sulfate on the steam bath neat. After several hours, the salt is dissolved in HOAc and reduced over a mixture of PtO2 and Pd/C to yield 2-(3-hydroxy-1,2,3,4-tetrahydronaphthalenyl)-1-methyl piperidine. Reactants: OC1CC(C2=CC=CC=C2C1)C1=NC=CC=C1 (2-(3-hydroxy-1,2,3,4-tetrahydronaphthalenyl)-pyridine), S(=O)(=O)(OC)OC (dimethyl sulfate). Reaction SMILES: [OH:1][CH:2]1[CH2:11][C:10]2[C:5](=[CH:6][CH:7]=[CH:8][CH:9]=2)[CH:4]([C:12]2[CH:17]=[CH:16][CH:15]=[CH:14][N:13]=2)[CH2:3]1.S(OC)(O[CH3:22])(=O)=O>CC(O)=O.O=[Pt]=O.[Pd]>[OH:1][CH:2]1[CH2:11][C:10]2[C:5](=[CH:6][CH:7]=[CH:8][CH:9]=2)[CH:4]([CH:12]2[CH2:17][CH2:16][CH2:15][CH2:14][N:13]2[CH3:22])[CH2:3]1. The reagents and catalysts are O=[Pt]=O (PtO2), [Pd] (Pd/C). Solvent: CC(=O)O (HOAc). Product: OC1CC(C2=CC=CC=C2C1)C1N(CCCC1)C (2-(3-hydroxy-1,2,3,4-tetrahydronaphthalenyl)-1-methyl piperidine). Reactants: [Br-], COc1c(Br)cc(C(=O)N2CCOc3ncc(C)cc32)cc1Br, O=C([O-])O, C1CNCCN1, CN(C)C=O, Cl, [Li+], [Na+]. The product is Cc1cnc2c(c1)N(C(=O)c1cc(Br)c(O)c(Br)c1)CCO2. As a reaction SMILES: [Br-:25].[Br:1][c:2]1[cH:3][c:4]([C:11](=[O:12])[N:13]2[c:14]3[c:15]([n:19][cH:20][c:21]([CH3:23])[cH:22]3)[O:16][CH2:17][CH2:18]2)[cH:5][c:6]([Br:10])[c:7]1[O:8][CH3:9].[C:32](=[O:33])([O-:34])[OH:35].[CH2:26]1[NH:27][CH2:28][CH2:29][NH:30][CH2:31]1.[CH:38]([N:39]([CH3:40])[CH3:41])=[O:42].[ClH:37].[Li+:24].[Na+:36]>>[Br:1][c:2]1[cH:3][c:4]([C:11](=[O:12])[N:13]2[c:14]3[c:15]([n:19][cH:20][c:21]([CH3:23])[cH:22]3)[O:16][CH2:17][CH2:18]2)[cH:5][c:6]([Br:10])[c:7]1[OH:8]. Starting materials: FC(C(=O)O)(F)F (Trifluoroacetic Acid), O (Water), COC1=C(CNC=2C3=C(N=CN2)N(C=C3)[C@@H]3C[C@@H]([C@H]2OC(O[C@H]23)(C)C)CN(C2CC(C2)CCC2=NC3=C(N2)C=CC(=C3)OC(F)(F)F)C(C)C)C=CC(=C1)OC (N-(2,4-dimethoxybenzyl)-7-((3aS,4R,6R,6aR)-6-((isopropyl(3-(2-(5-(trifluoromethoxy)-1H-benzo[d]imidazol-2-yl)ethyl)cyclobutyl)amino)methyl)-2,2-dimethyltetrahydro-3aH-cyclopenta[d][1,3]dioxol-4-yl)-7H-pyrrolo[2,3-d]pyrimidin-4-amine), C(C)[SiH](CC)CC (Triethylsilane), C(=O)([O-])[O-].[K+].[K+] (K2CO3). Reagents/catalysts: O (H2O). The solvent is CO (MeOH). Reaction conditions: time 8 hour. Yields the product NC=1C2=C(N=CN1)N(C=C2)[C@H]2[C@@H]([C@@H]([C@H](C2)CN(C2CC(C2)CCC2=NC1=C(N2)C=CC(=C1)OC(F)(F)F)C(C)C)O)O ((1R,2S,3R,5R)-3-(4-amino-7H-pyrrolo[2,3-d]pyrimidin-7-yl)-5-((isopropyl(3-(2-(5-(trifluoromethoxy)-1H-benzo[d]imidazol-2-yl)ethyl)cyclobutyl)amino)methyl)cyclopentane-1,2-diol). The yield is 32.9%. As a reaction SMILES: FC(F)(F)C(O)=O.O.COC1C=C(OC)C=CC=1C[NH:14][C:15]1[C:16]2[CH:23]=[CH:22][N:21]([C@H:24]3[C@H:31]4[C@H:27]([O:28]C(C)(C)[O:30]4)[C@@H:26]([CH2:34][N:35]([CH:56]([CH3:58])[CH3:57])[CH:36]4[CH2:39][CH:38]([CH2:40][CH2:41][C:42]5[NH:46][C:45]6[CH:47]=[CH:48][C:49]([O:51][C:52]([F:55])([F:54])[F:53])=[CH:50][C:44]=6[N:43]=5)[CH2:37]4)[CH2:25]3)[C:17]=2[N:18]=[CH:19][N:20]=1.C([SiH](CC)CC)C.C([O-])([O-])=O.[K+].[K+]>CO.O>[NH2:14][C:15]1[C:16]2[CH:23]=[CH:22][N:21]([C@@H:24]3[CH2:25][C@H:26]([CH2:34][N:35]([CH:56]([CH3:57])[CH3:58])[CH:36]4[CH2:37][CH:38]([CH2:40][CH2:41][C:42]5[NH:46][C:45]6[CH:47]=[CH:48][C:49]([O:51][C:52]([F:53])([F:55])[F:54])=[CH:50][C:44]=6[N:43]=5)[CH2:39]4)[C@@H:27]([OH:28])[C@H:31]3[OH:30])[C:17]=2[N:18]=[CH:19][N:20]=1 |f:4.5.6|. Procedure: Trifluoroacetic Acid (10 mL, 100 mmol) added to a mixture of Water (1 mL, 60 mmol) and N-(2,4-dimethoxybenzyl)-7-((3aS,4R,6R,6aR)-6-((isopropyl(3-(2-(5-(trifluoromethoxy)-1H-benzo[d]imidazol-2-yl)ethyl)cyclobutyl)amino)methyl)-2,2-dimethyltetrahydro-3aH-cyclopenta[d][1,3]dioxol-4-yl)-7H-pyrrolo[2,3-d]pyrimidin-4-amine (0.91 g, 1.2 mmol) at RT. The reaction was stirred overnight at RT then quenched by the addition of Triethylsilane (0.37 mL, 2.3 mmol). The volatiles were removed in vacuo and resu...